From a dataset of the Open Reaction Database (ORD), a public repository of structured organic reaction records. describe an organic reaction: reactants, conditions, products, and yield Starting materials: C1CCOC1, CO, CCOC(=O)Cn1c(C)c(Sc2ccc(Cl)cc2)c2c1CCCC2=O, [Li+], [OH-]. The product is Cc1c(Sc2ccc(Cl)cc2)c2c(n1CC(=O)O)CCCC2=O. RXN SMILES: [CH2:28]1[O:29][CH2:30][CH2:31][CH2:32]1.[CH3:33][OH:34].[Cl:3][c:4]1[cH:5][cH:6][c:7]([S:10][c:11]2[c:12]([CH3:27])[n:13]([CH2:21][C:22](=[O:23])[O:24][CH2:25][CH3:26])[c:14]3[c:19]2[C:18](=[O:20])[CH2:17][CH2:16][CH2:15]3)[cH:8][cH:9]1.[Li+:2].[OH-:1]>>[Cl:3][c:4]1[cH:5][cH:6][c:7]([S:10][c:11]2[c:12]([CH3:27])[n:13]([CH2:21][C:22](=[O:23])[OH:24])[c:14]3[c:19]2[C:18](=[O:20])[CH2:17][CH2:16][CH2:15]3)[cH:8][cH:9]1. Starting materials: B, O=C1COc2cccc3nc4c(c(c23)N1Cc1ccccc1)CCCC4, C1CCOC1. Product: c1ccc(CN2CCOc3cccc4nc5c(c2c34)CCCC5)cc1. RXN SMILES: [BH3:27].[CH2:1]([c:2]1[cH:3][cH:4][cH:5][cH:6][cH:7]1)[N:8]1[C:9](=[O:26])[CH2:10][O:11][c:12]2[c:13]3[c:14]1[c:15]1[c:20]([n:21][c:22]3[cH:23][cH:24][cH:25]2)[CH2:19][CH2:18][CH2:17][CH2:16]1.[O:28]1[CH2:29][CH2:30][CH2:31][CH2:32]1>>[CH2:1]([c:2]1[cH:3][cH:4][cH:5][cH:6][cH:7]1)[N:8]1[CH2:9][CH2:10][O:11][c:12]2[c:13]3[c:14]1[c:15]1[c:20]([n:21][c:22]3[cH:23][cH:24][cH:25]2)[CH2:19][CH2:18][CH2:17][CH2:16]1. The reactants are C(CC(=O)C)(=O)OCC=CC1=CC=CC=C1 (cinnamyl acetoacetate), ClC=1C=C(C=O)C=CC1 (3-chlorobenzaldehyde), N1CCCCC1 (piperidine), C(C#C)(=O)OCCC#N ((2-cyanoethyl) propiolate), C(C)(=O)[O-].[NH4+] (ammonium acetate). Solvent: C1=CC=CC=C1 (benzene), O (water), C(C)(=O)O (acetic acid). Product: ClC=1C=C(C=CC1)C1C(=C(NC=C1C(=O)OCCC#N)C)C(=O)OCC=CC1=CC=CC=C1 (3-(3-phenyl-2-propene-1-yl) 5-(2-cyanoethyl) 4-(3-chlorophenyl)-2-methyl-1,4-dihydropyridine-3,5-dicarboxylate). As a reaction SMILES: [C:1]([O:7][CH2:8][CH:9]=[CH:10][C:11]1[CH:16]=[CH:15][CH:14]=[CH:13][CH:12]=1)(=[O:6])[CH2:2][C:3]([CH3:5])=O.[Cl:17][C:18]1[CH:19]=[C:20]([CH:23]=C[CH:25]=1)C=O.[NH:26]1CCC[CH2:28][CH2:27]1.[C:32]([O:36][CH2:37][CH2:38][C:39]#[N:40])(=[O:35])[C:33]#[CH:34].C([O-])(=O)C.[NH4+]>C1C=CC=CC=1.C(O)(=O)C.O>[Cl:17][C:18]1[CH:25]=[C:5]([CH:3]2[C:33]([C:32]([O:36][CH2:37][CH2:38][C:39]#[N:40])=[O:35])=[CH:34][NH:26][C:27]([CH3:28])=[C:2]2[C:1]([O:7][CH2:8][CH:9]=[CH:10][C:11]2[CH:16]=[CH:15][CH:14]=[CH:13][CH:12]=2)=[O:6])[CH:23]=[CH:20][CH:19]=1 |f:4.5|. Procedure: 655 mg (3.0 mmol) of cinnamyl acetoacetate, 0.34 ml (3.0 mmol) of 3-chlorobenzaldehyde and 0.0297 ml of piperidine were heated under reflux in 3.0 ml of benzene overnight while water was removed. The reaction liquid was washed with water and then dried over anhydrous magnesium sulfate. The solvent was evaporated under reduced pressure. The obtained residue was heated to 70° C. together with 370 mg (3.0 mmol) of (2-cyanoethyl) propiolate and 232 mg (3.0 mmol) of ammonium acetate under stirring in... Reaction SMILES: [B-:27]([F:28])([F:29])([F:30])[F:31].[CH3:1][c:2]1[n:3][o:4][c:5](-[c:10]2[cH:11][cH:12][cH:13][cH:14][cH:15]2)[c:6]1[C:7](=[O:8])[OH:9].[CH3:58][N:59]([CH3:60])[CH:61]=[O:62].[CH:49]([N:50]([CH:51]([CH3:52])[CH3:53])[CH2:54][CH3:55])([CH3:56])[CH3:57].[c:16]1([CH:22]2[CH2:23][NH:24][CH2:25][CH2:26]2)[cH:17][cH:18][cH:19][cH:20][cH:21]1.[n:32]1([O:33][C:34]([N:35]([CH3:36])[CH3:37])=[N+:38]([CH3:39])[CH3:40])[c:41]2[cH:42][cH:43][cH:44][cH:45][c:46]2[n:47][n:48]1>>[CH3:1][c:2]1[n:3][o:4][c:5](-[c:10]2[cH:11][cH:12][cH:13][cH:14][cH:15]2)[c:6]1[C:7](=[O:9])[N:24]1[CH2:23][CH:22]([c:16]2[cH:17][cH:18][cH:19][cH:20][cH:21]2)[CH2:26][CH2:25]1. Reactants: F[B-](F)(F)F, Cc1noc(-c2ccccc2)c1C(=O)O, CN(C)C=O, CCN(C(C)C)C(C)C, c1ccc(C2CCNC2)cc1, CN(C)C(On1nnc2ccccc21)=[N+](C)C. Yields the product Cc1noc(-c2ccccc2)c1C(=O)N1CCC(c2ccccc2)C1.